Dataset: the Open Reaction Database (ORD), a public repository of structured organic reaction records. Task: describe an organic reaction: reactants, conditions, products, and yield Reactants: C(C)(=O)O.N=C1NCCC(C1)C (2-imino-4-methylpiperidine acetate), NC1=NC=C(C=C1)CCCC (2-amino-5-(n-butyl)pyridine). Yields the product C(C)(=O)O.N=C1NCC(CC1)CCCC (2-imino-5-(n-butyl)piperidine acetate). RXN SMILES: [C:1]([OH:4])(=[O:3])[CH3:2].N=C1CC(C)CCN1.[NH2:13][C:14]1[CH:19]=[CH:18][C:17]([CH2:20][CH2:21][CH2:22][CH3:23])=[CH:16][N:15]=1>>[C:1]([OH:4])(=[O:3])[CH3:2].[NH:13]=[C:14]1[CH2:19][CH2:18][CH:17]([CH2:20][CH2:21][CH2:22][CH3:23])[CH2:16][NH:15]1 |f:0.1,3.4|. Procedure details: The method of preparation of 2-imino-4-methylpiperidine acetate was used to convert 2-amino-5-(n-butyl)pyridine to the title compound except platinum oxide was used as the catalyst. Product was triturated with ether to give a white solid. The analysis of the product was found to be consistent with the proposed structure. MH+=155; 1H NMR (D2O): δ3.35-3.25 (m, 1H); 2.85-2.75 (m, 1H); 2.60-2.35 (m, 2H); 1.85-1.55 (m, 2H); 1.75 (s, 3H); 1.35-1.05 (m, 7H); 0.75-0.65 (m, 3H). Reactants: CC(=O)C.OS(=O)(=O)O.O=[Cr](=O)=O (Jones reagent), C1CCN2CC=3C=CC=CC3[C@H]([C@@H]21)O (cis-1,2,3,5,10,10a-hexahydropyrrolo[1,2-b]isoquinolin-10-ol). The solvent is CC(=O)C (acetone). The product is C1CCN2CC=3C=CC=CC3C(C21)=O (1,2,3,5,10,10a-hexahydropyrrolo[1,2-b]isoquinolin-10-one). Isolated yield 65.7%. As a reaction SMILES: CC(C)=O.OS(O)(=O)=O.O=[Cr](=O)=O.[CH2:14]1[C@@H:26]2[N:17]([CH2:18][C:19]3[CH:20]=[CH:21][CH:22]=[CH:23][C:24]=3[C@H:25]2[OH:27])[CH2:16][CH2:15]1>CC(C)=O>[CH2:14]1[CH:26]2[N:17]([CH2:18][C:19]3[CH:20]=[CH:21][CH:22]=[CH:23][C:24]=3[C:25]2=[O:27])[CH2:16][CH2:15]1 |f:0.1.2|. Procedure: (Method B) Jones reagent (1.1 equiv., 1.77 mmol, 0.663 mL) was added to a solution of cis-1,2,3,5,10,10a-hexahydropyrrolo[1,2-b]isoquinolin-10-ol (1.61 mmol, 304 mg, Example 35 below) in acetone (10 mL) in 5 minutes at room temperature (Szmuszkovicz, J.; Skaletzky, L. L. J. Org. Chem. 1967, 32, 3300). The mixture was concentrated in vacuo and H2O(15 mL) was added. The mixture was cooled with ice, basified with NaOH (10 mL, 1 N) and extracted with CH2Cl2 (3×20 mL). The combined extracts were wash... Reactants: OS(=O)(=O)O (H2SO4), C1(CCCCC1)C(CN(C(OC(C)(C)C)=O)C=1N=C2C(=NC1)N(C=C2)S(=O)(=O)C2=CC=C(C)C=C2)=O (tert-butyl 2-cyclohexyl-2-oxoethyl-(5-tosyl-5H-pyrrolo[2,3-b]pyrazin-2-yl)carbamate). Reaction conditions: time 30 minute. The product is C1(CCCCC1)C1=CN=C2N1C1=C(N=C2)N(C=C1)S(=O)(=O)C1=CC=C(C)C=C1 (8-cyclohexyl-3-tosyl-3H-imidazo[1,2-a]pyrrolo[2,3-e]pyrazine). As a reaction SMILES: OS(O)(=O)=O.[CH:6]1([C:12](=O)[CH2:13][N:14]([C:22]2[N:23]=[C:24]3[CH:30]=[CH:29][N:28]([S:31]([C:34]4[CH:40]=[CH:39][C:37]([CH3:38])=[CH:36][CH:35]=4)(=[O:33])=[O:32])[C:25]3=[N:26][CH:27]=2)C(=O)OC(C)(C)C)[CH2:11][CH2:10][CH2:9][CH2:8][CH2:7]1>>[CH:6]1([C:12]2[N:23]3[C:24]4[CH:30]=[CH:29][N:28]([S:31]([C:34]5[CH:35]=[CH:36][C:37]([CH3:38])=[CH:39][CH:40]=5)(=[O:33])=[O:32])[C:25]=4[N:26]=[CH:27][C:22]3=[N:14][CH:13]=2)[CH2:11][CH2:10][CH2:9][CH2:8][CH2:7]1. Procedure details: Concentrated H2SO4 (4 mL) was added to tert-butyl 2-cyclohexyl-2-oxoethyl-(5-tosyl-5H-pyrrolo[2,3-b]pyrazin-2-yl)carbamate (0.07 g, 0.14 mmol) and the reaction mixture was stirred for about 30 min at ambient temperature. The reaction mixture was poured onto ice-cold water (75 mL) and extracted with EtOAc (2×50 mL). The combined organic extracts were washed with brine, dried over anhydrous MgSO4, and concentrated to yield 8-cyclohexyl-3-tosyl-3H-imidazo[1,2-a]pyrrolo[2,3-e]pyrazine as a yellow oi...